Dataset: the Open Reaction Database (ORD), a public repository of structured organic reaction records. Task: describe an organic reaction: reactants, conditions, products, and yield The reactants are C(C1=CC=CC=C1)OC1=CC=C(C=C1)CC(C(=O)OCC)OC1=CC=CC=C1 (ethyl 3-(4-benzyloxyphenyl)-2-phenoxypropionate). The reagents and catalysts are [Pd] (palladium on carbon). Product: OC1=CC=C(C=C1)CC(C(=O)OCC)OC1=CC=CC=C1 (Ethyl 3-(4-hydroxyphenyl)-2-phenoxypropionate). Isolated yield 63.2%. RXN SMILES: C([O:8][C:9]1[CH:14]=[CH:13][C:12]([CH2:15][CH:16]([O:22][C:23]2[CH:28]=[CH:27][CH:26]=[CH:25][CH:24]=2)[C:17]([O:19][CH2:20][CH3:21])=[O:18])=[CH:11][CH:10]=1)C1C=CC=CC=1>[Pd]>[OH:8][C:9]1[CH:10]=[CH:11][C:12]([CH2:15][CH:16]([O:22][C:23]2[CH:24]=[CH:25][CH:26]=[CH:27][CH:28]=2)[C:17]([O:19][CH2:20][CH3:21])=[O:18])=[CH:13][CH:14]=1. Reported procedure: In a similar manner to that described in Reference example 1(d), a reaction was carried out using ethyl 3-(4-benzyloxyphenyl)-2-phenoxypropionate (2.10 g), which is the product of Reference example 4(b) and palladium on carbon (5%, 0.32 g) and the reaction mixture was treated to afford the desired compound (1.01 g) as a syrup. Starting materials: ClC=1C(=NC=CC1)CSCCNC1=NC=C(C(N1)=S)CC=1C=NC=CC1 (2-[2-(3-chloro-2-pyridylmethylthio)ethylamino]-5-(3-pyridylmethyl)pyrimid-4-thione), N1=CC(=CC=C1)COCC(=O)OCC (Ethyl 3-pyridylmethoxyacetate), N1=CC(=CC=C1)COC=1C(NC(NC1)=S)=O (5-(3-pyridylmethoxy)-2-thiouracil). Yields the product N1=CC=C(C=C1)CC=1C(NC(NC1)=S)=O (5-(4-pyridylmethyl)-2-thiouracil), CC1=C(N=CN1)CSCCNC1=NC=C(C(N1)=O)OCC=1C=NC=CC1 (2-[2-(5-methyl-4-imidazolylmethylthio)ethylamino]-5-(3-pyridylmethoxy)-4-pyrimidone). As a reaction SMILES: [N:1]1[CH:6]=[CH:5][CH:4]=[C:3](COCC(OCC)=O)[CH:2]=1.[N:15]1[CH:20]=[CH:19][CH:18]=[C:17]([CH2:21][O:22][C:23]2[C:24](=[O:30])[NH:25][C:26](=[S:29])[NH:27][CH:28]=2)[CH:16]=1.Cl[C:32]1[C:33]([CH2:38][S:39][CH2:40][CH2:41][NH:42][C:43]2NC(=S)[C:46](CC3C=NC=CC=3)=[CH:45][N:44]=2)=[N:34]C=CC=1>>[N:1]1[CH:2]=[CH:3][C:4]([CH2:32][C:23]2[C:24](=[O:30])[NH:25][C:26](=[S:29])[NH:27][CH:28]=2)=[CH:5][CH:6]=1.[CH3:46][C:45]1[NH:44][CH:43]=[N:42][C:41]=1[CH2:40][S:39][CH2:38][CH2:33][NH:34][C:26]1[NH:25][C:24](=[O:30])[C:23]([O:22][CH2:21][C:17]2[CH:16]=[N:15][CH:20]=[CH:19][CH:18]=2)=[CH:28][N:27]=1. Procedure details: Ethyl 3-pyridylmethoxyacetate is converted into 5-(3-pyridylmethoxy)-2-thiouracil by the general procedure of Example 1 (i). Substitution of 5-(3-pyridylmethoxy)-2-thiouracil for 5-(4-pyridylmethyl)-2-thiouracil in the general procedure of Example 1 gives 2-[2-(5-methyl-4-imidazolylmethylthio)ethylamino]-5-(3-pyridylmethoxy)-4-pyrimidone. The product is COC(=O)c1cc(Cl)c(O)c([N+](=O)[O-])c1. The reactants are CCOCC, COC(=O)c1ccc(O)c(Cl)c1, O=[N+]([O-])O. Reaction SMILES: [CH3:17][CH2:18][O:19][CH2:20][CH3:21].[CH3:5][O:6][C:7]([c:8]1[cH:9][c:10]([Cl:15])[c:11]([OH:14])[cH:12][cH:13]1)=[O:16].[OH:1][N+:2]([O-:3])=[O:4]>>[O-:1][N+:2](=[O:4])[c:12]1[c:11]([OH:14])[c:10]([Cl:15])[cH:9][c:8]([C:7]([O:6][CH3:5])=[O:16])[cH:13]1. Reactants: O (water), N1N=C(C2=CC=CC=C12)/C=C/C1=C(C(=O)O)C=CC=C1 ((E)-2-[2-(1H-indazol-3-yl)vinyl]benzoic acid), S1C(=NN=C1)N ([1,3,4]thiadiazol-2-ylamine), C(CCl)Cl (EDC). Solvent: C(C)(=O)OCC (ethyl acetate), C1CCOC1 (THF). Conditions: time 4.5 hour. Product: N1N=C(C2=CC=CC=C12)/C=C/C1=C(C(=O)NC=2SC=NN2)C=CC=C1 ((E)-2-[2-(1H-indazol-3-yl)vinyl]-N-([1,3,4]thiadiazol-2-yl)benzamide). Yield: 11.7%. RXN SMILES: [NH:1]1[C:9]2[C:4](=[CH:5][CH:6]=[CH:7][CH:8]=2)[C:3](/[CH:10]=[CH:11]/[C:12]2[CH:20]=[CH:19][CH:18]=[CH:17][C:13]=2[C:14](O)=[O:15])=[N:2]1.[S:21]1[CH:25]=[N:24][N:23]=[C:22]1[NH2:26].C(Cl)CCl.O>C1COCC1.C(OCC)(=O)C>[NH:1]1[C:9]2[C:4](=[CH:5][CH:6]=[CH:7][CH:8]=2)[C:3](/[CH:10]=[CH:11]/[C:12]2[CH:20]=[CH:19][CH:18]=[CH:17][C:13]=2[C:14]([NH:26][C:22]2[S:21][CH:25]=[N:24][N:23]=2)=[O:15])=[N:2]1. Procedure details: To a solution of (E)-2-[2-(1H-indazol-3-yl)vinyl]benzoic acid (0.13 g, 0.49 mmol) obtained in Step 1 of Example 47 in THF (2.6 mL), [1,3,4]thiadiazol-2-ylamine (0.075 g, 0.74 mmol) and EDC (0.18 g, 0.94 mmol) were added, followed by stirring at room temperature for 4.5 hours. The reaction mixture was added with water and ethyl acetate to separate the mixture into organic layer and aqueous layer and the organic layer was concentrated under reduced pressure. The residue was purified by silica gel ... The reactants are C#CCNC, CS(=O)(=O)c1nccc(Oc2ccc(NC(=O)c3cc(F)cc(N4CCOCC4)c3)c3ccccc23)n1. Product: C#CCN(C)c1nccc(Oc2ccc(NC(=O)c3cc(F)cc(N4CCOCC4)c3)c3ccccc23)n1. RXN SMILES: [CH3:38][NH:39][CH2:40][C:41]#[CH:42].[F:1][c:2]1[cH:3][c:4]([C:5](=[O:6])[NH:7][c:8]2[cH:9][cH:10][c:11]([O:18][c:19]3[n:20][c:21]([S:25]([CH3:26])(=[O:27])=[O:28])[n:22][cH:23][cH:24]3)[c:12]3[cH:13][cH:14][cH:15][cH:16][c:17]23)[cH:29][c:30]([N:32]2[CH2:33][CH2:34][O:35][CH2:36][CH2:37]2)[cH:31]1>>[F:1][c:2]1[cH:3][c:4]([C:5](=[O:6])[NH:7][c:8]2[cH:9][cH:10][c:11]([O:18][c:19]3[n:20][c:21]([N:39]([CH3:38])[CH2:40][C:41]#[CH:42])[n:22][cH:23][cH:24]3)[c:12]3[cH:13][cH:14][cH:15][cH:16][c:17]23)[cH:29][c:30]([N:32]2[CH2:33][CH2:34][O:35][CH2:36][CH2:37]2)[cH:31]1. The reactants are C1CCOC1, CCOC(=O)COCCc1cn(C)c2c(-c3noc(-c4ccc(OC(C)C)c(Cl)c4)n3)cccc12, Cl, [Na+], [OH-]. Yields the product CC(C)Oc1ccc(-c2nc(-c3cccc4c(CCOCC(=O)O)cn(C)c34)no2)cc1Cl. Reaction SMILES: [CH2:39]1[O:40][CH2:41][CH2:42][CH2:43]1.[Cl:1][c:2]1[cH:3][c:4](-[c:12]2[n:13][c:14](-[c:17]3[cH:18][cH:19][cH:20][c:21]4[c:22]([CH2:27][CH2:28][O:29][CH2:30][C:31](=[O:32])[O:33][CH2:34][CH3:35])[cH:23][n:24]([CH3:26])[c:25]34)[n:15][o:16]2)[cH:5][cH:6][c:7]1[O:8][CH:9]([CH3:10])[CH3:11].[ClH:38].[Na+:37].[OH-:36]>>[Cl:1][c:2]1[cH:3][c:4](-[c:12]2[n:13][c:14](-[c:17]3[cH:18][cH:19][cH:20][c:21]4[c:22]([CH2:27][CH2:28][O:29][CH2:30][C:31](=[O:32])[OH:33])[cH:23][n:24]([CH3:26])[c:25]34)[n:15][o:16]2)[cH:5][cH:6][c:7]1[O:8][CH:9]([CH3:10])[CH3:11].